Dataset: the Open Reaction Database (ORD), a public repository of structured organic reaction records. Task: describe an organic reaction: reactants, conditions, products, and yield Starting materials: COC1=NCC(=N[C@@H]1C(C)C)OC ((R)-2,5-dimethoxy-3-isopropyl-3,6-dihydropyrazine), [Li]CCCC (n-BuLi), C(C)(=O)O (acetic acid), COC1=CC=C(/C=C/C(=O)OC)C=C1 (methyl trans-4-methoxycinnamate). Run in C1CCOC1 (THF), C1CCOC1 (THF), CCOCC (ether). Reaction conditions: temperature -70 celsius, time 40 minute. Product: COC(C[C@H](C1=CC=C(C=C1)OC)[C@@H]1N=C([C@H](N=C1OC)C(C)C)OC)=O (3(R)-[(2S,5R)-2,5-dihydro-3,6-dimethoxy-5-(1-methylethyl)-2-pyrazinyl]-3-(4-methoxyphenyl)propanoic acid methyl ester). Isolated yield 81.3%. Reaction SMILES: [CH3:1][O:2][C:3]1[C@@H:8]([CH:9]([CH3:11])[CH3:10])[N:7]=[C:6]([O:12][CH3:13])[CH2:5][N:4]=1.[Li]CCCC.[CH3:19][O:20][C:21]1[CH:32]=[CH:31][C:24](/[CH:25]=[CH:26]/[C:27]([O:29][CH3:30])=[O:28])=[CH:23][CH:22]=1.C(O)(=O)C>C1COCC1.CCOCC>[CH3:30][O:29][C:27](=[O:28])[CH2:26][C@@H:25]([C@H:5]1[C:6]([O:12][CH3:13])=[N:7][C@H:8]([CH:9]([CH3:11])[CH3:10])[C:3]([O:2][CH3:1])=[N:4]1)[C:24]1[CH:31]=[CH:32][C:21]([O:20][CH3:19])=[CH:22][CH:23]=1. Procedure details: To a solution of (R)-2,5-dimethoxy-3-isopropyl-3,6-dihydropyrazine (18.4 g, 100 mmol) in 250 mL of dry THF at −70° C. (internal temperature) was added dropwise a solution of n-BuLi (1.6 M in hexane, 63 mL, 100 mmol) over 3 hours so as to maintain the internal temperature below −70° C. After addition, the solution was stirred at −70° C. for 40 min. To the solution was then added 90 mL of a THF solution of methyl trans-4-methoxycinnamate (21.2 g, 110 mmol) over 1 hour. The resulting solution was s... Starting materials: C(C=C)(=O)OC (methyl acrylate), C(C)(C)(C)OC(NC[C@@H](C)N)=O (((R)-2-amino-propyl)-carbamic acid tert-butyl ester), C(C1=CC=CC=C1)OC(=O)ON1C(CCC1=O)=O (N-benzyloxycarbonyloxy-succinimide). The solvent is CO (MeOH), CO (MeOH). Run at time 18 hour. The product is COC(CCN([C@@H](CNC(=O)OC(C)(C)C)C)C(=O)OCC1=CC=CC=C1)=O (3-[Benzyloxycarbonyl-((R)-2-tert-butoxycarbonylamino-1-methyl-ethyl)-amino]-propionic acid methyl ester). The yield is 165.7%. Reaction SMILES: [C:1]([O:5][C:6](=[O:12])[NH:7][CH2:8][C@H:9]([NH2:11])[CH3:10])([CH3:4])([CH3:3])[CH3:2].[C:13]([O:17][CH3:18])(=[O:16])[CH:14]=[CH2:15].[CH2:19]([O:26][C:27](ON1C(=O)CCC1=O)=[O:28])[C:20]1[CH:25]=[CH:24][CH:23]=[CH:22][CH:21]=1>CO>[CH3:18][O:17][C:13](=[O:16])[CH2:14][CH2:15][N:11]([C:27]([O:26][CH2:19][C:20]1[CH:25]=[CH:24][CH:23]=[CH:22][CH:21]=1)=[O:28])[C@H:9]([CH3:10])[CH2:8][NH:7][C:6]([O:5][C:1]([CH3:2])([CH3:4])[CH3:3])=[O:12]. Procedure: 72 g (413 mmol) ((R)-2-amino-propyl)-carbamic acid tert-butyl ester were dissolved in MeOH (350 ml) in a jacketed reactor. A solution of 40 ml (438 mmol) methyl acrylate in MeOH (50 ml) was added over 10 min. After 15 h reaction at RT, 108 g (413 mmol) of N-benzyloxycarbonyloxy-succinimide were added in one portion. After 18 h, the reaction mixture was concentrated under reduced pressure affording a yellow oil (ca 270 g). The oil was re-dissolved in 300 mL MeOH and concentrated under reduced pre... Starting materials: COc1ccc([N+](=O)[O-])cc1Br, O=C([O-])[O-], CCOC(=O)c1ccc(B(O)O)cc1, COCCOC, [Cs+], [Cs+]. Yields the product CCOC(=O)c1ccc(-c2cc([N+](=O)[O-])ccc2OC)cc1. RXN SMILES: [Br:1][c:2]1[c:3]([O:11][CH3:12])[cH:4][cH:5][c:6]([N+:8](=[O:9])[O-:10])[cH:7]1.[C:27](=[O:28])([O-:29])[O-:30].[CH2:13]([CH3:14])[O:15][C:16](=[O:17])[c:18]1[cH:19][cH:20][c:21]([B:24]([OH:25])[OH:26])[cH:22][cH:23]1.[CH3:33][O:34][CH2:35][CH2:36][O:37][CH3:38].[Cs+:31].[Cs+:32]>>[c:2]1(-[c:21]2[cH:20][cH:19][c:18]([C:16]([O:15][CH2:13][CH3:14])=[O:17])[cH:23][cH:22]2)[c:3]([O:11][CH3:12])[cH:4][cH:5][c:6]([N+:8](=[O:9])[O-:10])[cH:7]1. The reactants are COC1=C(C(=O)O)C=CC=C1C(=O)O (2-methoxyisophthalic acid), O (water). The solvent is I (hydriodic acid). Product: OC1=C(C(=O)O)C=CC=C1C(=O)O (2-Hydroxyisophthalic Acid). Isolated yield 96.9%. As a reaction SMILES: C[O:2][C:3]1[C:11]([C:12]([OH:14])=[O:13])=[CH:10][CH:9]=[CH:8][C:4]=1[C:5]([OH:7])=[O:6].O>I>[OH:2][C:3]1[C:11]([C:12]([OH:14])=[O:13])=[CH:10][CH:9]=[CH:8][C:4]=1[C:5]([OH:7])=[O:6]. Reported procedure: A solution of 2-methoxyisophthalic acid (1.0 g) in 55% hydriodic acid (10 ml) was heated at 80° C. for 1 hour. The reaction mixture was poured into iced water and the precipitate was collected by filtration to give the desired compound (0.9 g, yield 95%) as a pale yellow solid. Reactants: [OH-].[Li+] (lithium hydroxide), COC([C@@H](NC([C@@H](NC([C@@H](N([N+](=O)[O-])C(CN(C)C(=O)OC(C)(C)C)=O)CCCNC(N)=N)=O)C(C)C)=O)CC1=CC=C(C=C1)O)=O (t-butoxycarbonylsarcosylnitroarginylvalyltyrosine methyl ester), Cl (hydrochloric acid). The solvent is CO (methanol). Conditions: time 3 hour. Yields the product C(C)(C)(C)OC(=O)N(C)CC(=O)N([C@@H](CCCNC(N)=N)C(=O)N[C@@H](C(C)C)C(=O)N[C@@H](CC1=CC=C(C=C1)O)C(=O)O)[N+](=O)[O-] (t-butoxycarbonylsarcosylnitroarginylvalyltyrosine). Reaction SMILES: C[O:2][C:3](=[O:47])[C@H:4]([CH2:39][C:40]1[CH:45]=[CH:44][C:43]([OH:46])=[CH:42][CH:41]=1)[NH:5][C:6](=[O:38])[C@H:7]([CH:35]([CH3:37])[CH3:36])[NH:8][C:9](=[O:34])[C@H:10]([CH2:27][CH2:28][CH2:29][NH:30][C:31](=[NH:33])[NH2:32])[N:11]([C:15](=[O:26])[CH2:16][N:17]([C:19]([O:21][C:22]([CH3:25])([CH3:24])[CH3:23])=[O:20])[CH3:18])[N+:12]([O-:14])=[O:13].[OH-].[Li+].Cl>CO>[C:22]([O:21][C:19]([N:17]([CH2:16][C:15]([N:11]([N+:12]([O-:14])=[O:13])[C@H:10]([C:9]([NH:8][C@H:7]([C:6]([NH:5][C@H:4]([C:3]([OH:47])=[O:2])[CH2:39][C:40]1[CH:41]=[CH:42][C:43]([OH:46])=[CH:44][CH:45]=1)=[O:38])[CH:35]([CH3:36])[CH3:37])=[O:34])[CH2:27][CH2:28][CH2:29][NH:30][C:31](=[NH:32])[NH2:33])=[O:26])[CH3:18])=[O:20])([CH3:24])([CH3:25])[CH3:23] |f:1.2|. Reported procedure: 10.0 g of t-butoxycarbonylsarcosylnitroarginylvalyltyrosine methyl ester is dissolved in 30 ml of methanol. To this solution is added 60 ml of 1 N lithium hydroxide. The reaction mixture is stirred for three hours, then neutralized with 1 N hydrochloric acid to pH 7. The solvent is removed by vacuum and the residue is dissolved in N,N-dimethylformamide. The solution is filtered and the solvent removed by vacuum. The residue is dissolved in methanol/2-propanol. The alcohol solution is added to 1 ...